From a dataset of the Open Reaction Database (ORD), a public repository of structured organic reaction records. describe an organic reaction: reactants, conditions, products, and yield Starting materials: CCCCCCCCCCCCCCCC(=O)Cl, CCOC(C)=O, CCCCCC, CCOCC, CC(C)NC1CCCCC1, Cl, [Li]CCCC, C1CCOC1. Product: CCCCCCCCCCCCCCCC(=O)CC(=O)OCC. Reaction SMILES: [C:16]([CH2:17][CH2:18][CH2:19][CH2:20][CH2:21][CH2:22][CH2:23][CH2:24][CH2:25][CH2:26][CH2:27][CH2:28][CH2:29][CH2:30][CH3:31])(=[O:32])[Cl:33].[CH3:35][CH2:36][O:37][C:38]([CH3:39])=[O:40].[CH3:41][CH2:42][CH2:43][CH2:44][CH2:45][CH3:46].[CH3:52][CH2:53][O:54][CH2:55][CH3:56].[CH:6]1([NH:7][CH:8]([CH3:9])[CH3:10])[CH2:11][CH2:12][CH2:13][CH2:14][CH2:15]1.[ClH:34].[Li:1][CH2:2][CH2:3][CH2:4][CH3:5].[O:47]1[CH2:48][CH2:49][CH2:50][CH2:51]1>>[C:16]([CH2:17][CH2:18][CH2:19][CH2:20][CH2:21][CH2:22][CH2:23][CH2:24][CH2:25][CH2:26][CH2:27][CH2:28][CH2:29][CH2:30][CH3:31])(=[O:32])[CH2:39][C:38]([O:37][CH2:36][CH3:35])=[O:40]. Solvent: O (water). Reaction SMILES: [Cl:1][CH:2]([CH2:6][C:7]1[CH:12]=[CH:11][C:10]([O:13][CH2:14][C:15]([CH3:23])([CH3:22])[C:16]2[CH:21]=[CH:20][CH:19]=[CH:18][CH:17]=2)=[CH:9][CH:8]=1)[C:3]([O-:5])=[O:4].[Na+].Cl>O>[Cl:1][CH:2]([CH2:6][C:7]1[CH:12]=[CH:11][C:10]([O:13][CH2:14][C:15]([CH3:23])([CH3:22])[C:16]2[CH:21]=[CH:20][CH:19]=[CH:18][CH:17]=2)=[CH:9][CH:8]=1)[C:3]([OH:5])=[O:4] |f:0.1|. The yield is 91.4%. The reactants are ClC(C(=O)[O-])CC1=CC=C(C=C1)OCC(C1=CC=CC=C1)(C)C.[Na+] (sodium 2-chloro-3-[4-(2,2-dimethyl-2-phenylethyloxy)phenyl]propionate), 2-N, Cl (hydrochloric acid). The product is ClC(C(=O)O)CC1=CC=C(C=C1)OCC(C1=CC=CC=C1)(C)C (2-chloro-3-[4-(2,2-dimethyl-2-phenylethyloxy)phenyl]propionic acid). Procedure details: In 5 ml of water is dissolved 350 mg of sodium 2-chloro-3-[4-(2,2-dimethyl-2-phenylethyloxy)phenyl]propionate, followed by the addition of 2-N hydrochloric acid. The oily substance separated out is extracted with ether. The extract is washed with water and the solvent is distilled off. The described procedure gives 300 mg of 2-chloro-3-[4-(2,2-dimethyl-2-phenylethyloxy)phenyl]propionic acid, as a yellow oily substance. The product is BrC=1C=CC(=C(C(=O)O)C1)CC#N (5-Bromo-2-cyanomethyl-benzoic acid). Reaction SMILES: [Br:1][C:2]1[CH:10]=[C:9]2[C:5]([CH2:6][C:7](=[N:12]O)[C:8]2=[O:11])=[CH:4][CH:3]=1.C1(C)C=CC(S(Cl)(=O)=[O:21])=CC=1>>[Br:1][C:2]1[CH:3]=[CH:4][C:5]([CH2:6][C:7]#[N:12])=[C:9]([CH:10]=1)[C:8]([OH:11])=[O:21]. Procedure details: Similar procedure as described in example 9B was used, starting from 6-Bromo-indan-1,2-dione 2-oxime and p-Toluenesulfonyl chloride to give 5-Bromo-2-cyanomethyl-benzoic acid. LC-MS: m/e: 238 (M−1). Reactants: BrC1=CC=C2CC(C(C2=C1)=O)=NO (6-Bromo-indan-1,2-dione 2-oxime), C1(=CC=C(C=C1)S(=O)(=O)Cl)C (p-Toluenesulfonyl chloride).